From a dataset of the Open Reaction Database (ORD), a public repository of structured organic reaction records. describe an organic reaction: reactants, conditions, products, and yield Reactants: OC1=CC=C(C=C1)CC(=O)O (p-hydroxyphenylacetic acid), C1=CC(=CC=C1[N+](=O)[O-])O (p-nitrophenol), C1(CCCCC1)N=C=NC1CCCCC1 (dicyclohexylcarbodiimide). Run in C(C)#N (acetonitrile). Product: CNC(CC1=CC=C(C=C1)O)=O (N-Methyl-p-hydroxyphenylacetamide). The yield is 48.5%. RXN SMILES: [OH:1][C:2]1[CH:7]=[CH:6][C:5]([CH2:8][C:9]([OH:11])=O)=[CH:4][CH:3]=1.C1[C:17]([N+:18]([O-])=O)=CC=C(O)C=1.C1(N=C=NC2CCCCC2)CCCCC1>C(#N)C>[CH3:17][NH:18][C:9](=[O:11])[CH2:8][C:5]1[CH:6]=[CH:7][C:2]([OH:1])=[CH:3][CH:4]=1. Procedure: To a solution of 7.6 g of p-hydroxyphenylacetic acid in 100 ml of acetonitrile were added 8.4 g of p-nitrophenol and 10.3 g of dicyclohexylcarbodiimide at room temperature with stirring, and the resulting crystals of dicyclohexylurea were filtered out. An ethereal solution of 7.8 g of methylamine was added to the filtrate containing p-nitrophenyl p-hydroxyphenylacetate, the mixture was allowed to stand to precipitate crystals. The crystals obtained were filtered out and washed with diethyl ether... Starting materials: O=C1CC[C@@H](N1)C(=O)O (5-Oxo-D-proline), C(C1=CC=CC=C1)N (benzylamine), Cl.C(C)N=C=NCCCN(C)C (1-ethyl-3-(3-dimethylaminopropyl)carbodiimide hydrochloride), ON1N=NC2=C1C=CC=C2 (1-hydroxybenzotriazole). Solvent: C(C)#N (acetonitrile), C(C)(=O)OCC (ethyl acetate). Run at time 3 hour. Yields the product C(C1=CC=CC=C1)NC([C@@H]1NC(CC1)=O)=O (N-benzyl-5-oxo-D-prolinamide). As a reaction SMILES: [O:1]=[C:2]1[NH:6][C@@H:5]([C:7]([OH:9])=O)[CH2:4][CH2:3]1.[CH2:10]([NH2:17])[C:11]1[CH:16]=[CH:15][CH:14]=[CH:13][CH:12]=1.Cl.C(N=C=NCCCN(C)C)C.ON1C2C=CC=CC=2N=N1>C(#N)C.C(OCC)(=O)C>[CH2:10]([NH:17][C:7](=[O:9])[C@H:5]1[CH2:4][CH2:3][C:2](=[O:1])[NH:6]1)[C:11]1[CH:16]=[CH:15][CH:14]=[CH:13][CH:12]=1 |f:2.3|. Reported procedure: 5-Oxo-D-proline (5.0 g), benzylamine (4.65 mL), 1-ethyl-3-(3-dimethylaminopropyl)carbodiimide hydrochloride (8.5 g) and 1-hydroxybenzotriazole (6.3 g) were mixed in acetonitrile (100 mL) under ice-cooling, and the mixture was allowed to warm to room temperature and stirred for 3 hr. The mixture was diluted with ethyl acetate (200 mL), and washed successively with 1M hydrochloric acid (50 mL), saturated aqueous sodium hydrogen carbonate solution (50 mL) and brine (50 mL). The organic layer was dr... Reactants: [H-].[Na+] (sodium hydride), O (Water), [H-].[Na+] (Sodium hydride), FC1=CC=CC=2C3=C(N(C12)C)CCNC3=O (6-fluoro-2,3,4,5-tetrahydro-5-methyl-1H-pyrido[4,3-b]indol-1-one), ClCC1=C(N=CO1)C (5-Chloromethyl-4-methyloxazole). Solvent: COCCOC (DME). Run at time 6 hour. The product is FC1=CC=CC=2C3=C(N(C12)C)CCN(C3=O)CC3=C(N=CO3)C (6-Fluoro-2,3,4,5-tetrahydro-5-methyl-2-[(4-methyloxazol-5-yl)methyl]-1H-pyrido[4,3-b]indol-1-one). Isolated yield 76.6%. Reaction SMILES: [H-].[Na+].[F:3][C:4]1[C:12]2[N:11]([CH3:13])[C:10]3[CH2:14][CH2:15][NH:16][C:17](=[O:18])[C:9]=3[C:8]=2[CH:7]=[CH:6][CH:5]=1.Cl[CH2:20][C:21]1[O:25][CH:24]=[N:23][C:22]=1[CH3:26].O>COCCOC>[F:3][C:4]1[C:12]2[N:11]([CH3:13])[C:10]3[CH2:14][CH2:15][N:16]([CH2:20][C:21]4[O:25][CH:24]=[N:23][C:22]=4[CH3:26])[C:17](=[O:18])[C:9]=3[C:8]=2[CH:7]=[CH:6][CH:5]=1 |f:0.1|. Procedure details: Sodium hydride (73% dispersion in oil; 167 mg) was added to a stirred suspension of 6-fluoro-2,3,4,5-tetrahydro-5-methyl-1H-pyrido[4,3-b]indol-1-one (500 mg) in dry DME (150 ml), and the suspension was stirred at 60° under nitrogen for 6 h. 5-Chloromethyl-4-methyloxazole (440 mg) was then added and the mixture was stirred overnight at 60°. A further quantity of sodium hydride (73% dispersion in oil; 84 mg) was added and the mixture was stirred for 3 h, and then cooled (0°). Water (200 ml) was ad... Reactants: F[B-](F)(F)F, CC(=O)c1ccc(C(=O)O)cc1, CCN(C(C)C)C(C)C, CC(C)(C)OC(=O)c1cc2cc(N)ccc2[nH]1, CN(C)C=O, CN(C)C(On1nnc2ccccc21)=[N+](C)C. The product is CC(=O)c1ccc(C(=O)Nc2ccc3[nH]c(C(=O)OC(C)(C)C)cc3c2)cc1. As a reaction SMILES: [B-:30]([F:31])([F:32])([F:33])[F:34].[C:18]([CH3:19])(=[O:20])[c:21]1[cH:22][cH:23][c:24]([C:25](=[O:26])[OH:27])[cH:28][cH:29]1.[CH:52]([N:53]([CH:54]([CH3:55])[CH3:56])[CH2:57][CH3:58])([CH3:59])[CH3:60].[NH2:1][c:2]1[cH:3][c:4]2[cH:5][c:6]([C:11](=[O:12])[O:13][C:14]([CH3:15])([CH3:16])[CH3:17])[nH:7][c:8]2[cH:9][cH:10]1.[O:61]=[CH:62][N:63]([CH3:64])[CH3:65].[n:35]1([O:36][C:37]([N:38]([CH3:39])[CH3:40])=[N+:41]([CH3:42])[CH3:43])[c:44]2[cH:45][cH:46][cH:47][cH:48][c:49]2[n:50][n:51]1>>[NH:1]([c:2]1[cH:3][c:4]2[cH:5][c:6]([C:11](=[O:12])[O:13][C:14]([CH3:15])([CH3:16])[CH3:17])[nH:7][c:8]2[cH:9][cH:10]1)[C:25]([c:24]1[cH:23][cH:22][c:21]([C:18]([CH3:19])=[O:20])[cH:29][cH:28]1)=[O:26].